From a dataset of the Open Reaction Database (ORD), a public repository of structured organic reaction records. describe an organic reaction: reactants, conditions, products, and yield Reactants: ClCCCI.ClCCCN1N=CC2=CC=C(C=C12)C1=CSC=C1 (1-(3-chloropropyl)-6-(3-thienyl)-1H-indazole 1-chloro-3-iodopropane), S1C=C(C=C1)C1=CC=C2C=NNC2=C1 (6-(3-thienyl)-1H-indazole), [H-].[Na+] (sodium hydride). Solvent: CN(C)C=O (DMF). Run at time 5 minute. Product: ClCCCN1N=CC2=CC=C(C=C12)C1=CSC=C1 (1-(3-chloropropyl)-6-(3-thienyl)-1H-indazole), ClCCCN1N=C2C=C(C=CC2=C1)C1=CSC=C1 (2-(3-chloropropyl)-6-(3-thienyl)-2H-indazole). Yield: 28.0%. Reaction SMILES: [Cl:1][CH2:2][CH2:3][CH2:4]I.[Cl:6][CH2:7][CH2:8][CH2:9][N:10]1[C:18]2[C:13](=[CH:14][CH:15]=[C:16]([C:19]3[CH:23]=[CH:22][S:21][CH:20]=3)[CH:17]=2)[CH:12]=[N:11]1.[S:24]1[CH:28]=[CH:27][C:26]([C:29]2[CH:37]=[C:36]3[C:32]([CH:33]=[N:34][NH:35]3)=[CH:31][CH:30]=2)=[CH:25]1.[H-].[Na+]>CN(C=O)C>[Cl:6][CH2:7][CH2:8][CH2:9][N:10]1[C:18]2[C:13](=[CH:14][CH:15]=[C:16]([C:19]3[CH:23]=[CH:22][S:21][CH:20]=3)[CH:17]=2)[CH:12]=[N:11]1.[Cl:1][CH2:2][CH2:3][CH2:4][N:34]1[CH:33]=[C:32]2[C:36]([CH:37]=[C:29]([C:26]3[CH:27]=[CH:28][S:24][CH:25]=3)[CH:30]=[CH:31]2)=[N:35]1 |f:0.1,3.4|. Reported procedure: 1-(3-chloropropyl)-6-(3-thienyl)-1H-indazole 1-chloro-3-iodopropane (0.14 mL, 1.3 mmol) was added to a DMF (3 mL) solution of 6-(3-thienyl)-1H-indazole (88.4 mg, 0.44 mmol) and sodium hydride (60%, 72 mg, 1.8 mmol) that had been allowed to stir for 5 min at room temperature under argon. The reaction mixture was allowed to stir at room temperature overnight before quenching with brine (20 mL) and partitioning into ethyl acetate (100 mL), and drying over anhydrous sodium sulfate. The solvent was r... Reactants: COC=1C=C2CC(C(C2=CC1OC)=O)(C)C (5,6-Dimethoxy-2,2-dimethylindan-1-one), [NH4+].[Cl-] (NH4Cl), BrC1=CC=C(C=C1)OC (4-bromoanisole), [Mg] (magnesium). Run in C1CCOC1 (THF), C1CCOC1 (THF). Conditions: time 1 hour. Yields the product OC1(C(CC2=CC(=C(C=C12)OC)OC)(C)C)C1=CC=C(C=C1)OC (1-Hydroxy-5,6-dimethoxy-1-(4-methoxyphenyl)-2,2-dimethylindane). Reaction SMILES: Br[C:2]1[CH:7]=[CH:6][C:5]([O:8][CH3:9])=[CH:4][CH:3]=1.[Mg].[CH3:11][O:12][C:13]1[CH:14]=[C:15]2[C:19](=[CH:20][C:21]=1[O:22][CH3:23])[C:18](=[O:24])[C:17]([CH3:26])([CH3:25])[CH2:16]2.[NH4+].[Cl-]>C1COCC1>[OH:24][C:18]1([C:2]2[CH:7]=[CH:6][C:5]([O:8][CH3:9])=[CH:4][CH:3]=2)[C:19]2[C:15](=[CH:14][C:13]([O:12][CH3:11])=[C:21]([O:22][CH3:23])[CH:20]=2)[CH2:16][C:17]1([CH3:26])[CH3:25] |f:3.4|. Procedure details: A small portion of 4-bromoanisole is added to a suspension of magnesium (72 mg, 3 mmol) in 6 ml of anhydrous THF. The mixture is heated at gentle reflux to initiate the reaction, then the remainder of the brominated derivative (0.56 g, 3 mmol), in solution in 5 ml of THF, is added dropwise over the course of 15 min. After reflux for 1 h, the magnesium has been consumed. 5,6-Dimethoxy-2,2-dimethylindan-1-one (0.66 g, 3 mmol) is added in small portions. The solution is stirred for 1 h at room temp... The reactants are ClC1=C(C=O)C=CC=C1C(F)(F)F (2-chloro-3-trifluoromethylbenzaldehyde), C1(CC1)N (cyclopropylamine). The product is ClC1=C(CNC2CC2)C=CC=C1C(F)(F)F ((2-Chloro-3-trifluoromethylbenzyl)cyclopropylamine). Reported procedure: Synthesized according to typical procedure J from 2-chloro-3-trifluoromethylbenzaldehyde and cyclopropylamine. As a reaction SMILES: [Cl:1][C:2]1[C:9]([C:10]([F:13])([F:12])[F:11])=[CH:8][CH:7]=[CH:6][C:3]=1[CH:4]=O.[CH:14]1([NH2:17])[CH2:16][CH2:15]1>>[Cl:1][C:2]1[C:9]([C:10]([F:13])([F:12])[F:11])=[CH:8][CH:7]=[CH:6][C:3]=1[CH2:4][NH:17][CH:14]1[CH2:16][CH2:15]1. The reactants are FC1=C(C=C(C=C1)F)C1=C[C@H](N(C1)C(=O)[C@H](C(C)(C)C)NC(OC1=CC=C(C=C1)[N+](=O)[O-])=O)C1=CC=CC=C1 (4-nitrophenyl (1S)-1-{[(2S)-4-(2,5-difluorophenyl)-2-phenyl-2,5-dihydro-1H-pyrrol-1-yl]carbonyl}-2,2-dimethylpropylcarbamate), C(CO)O (ethylene glycol). Run at temperature 100 celsius. Yields the product FC1=C(C=C(C=C1)F)C1=C[C@H](N(C1)C(=O)[C@H](C(C)(C)C)NC(OCCO)=O)C1=CC=CC=C1 (2-hydroxyethyl (1S)-1-{[(2S)-4-(2,5-difluorophenyl)-2-phenyl-2,5-dihydro-1H-pyrrol-1-yl]carbonyl}-2,2-dimethylpropylcarbamate). As a reaction SMILES: [F:1][C:2]1[CH:7]=[CH:6][C:5]([F:8])=[CH:4][C:3]=1[C:9]1[CH2:13][N:12]([C:14]([C@@H:16]([NH:21][C:22](=[O:33])[O:23][C:24]2C=CC([N+]([O-])=O)=C[CH:25]=2)[C:17]([CH3:20])([CH3:19])[CH3:18])=[O:15])[C@H:11]([C:34]2[CH:39]=[CH:38][CH:37]=[CH:36][CH:35]=2)[CH:10]=1.C(O)C[OH:42]>>[F:1][C:2]1[CH:7]=[CH:6][C:5]([F:8])=[CH:4][C:3]=1[C:9]1[CH2:13][N:12]([C:14]([C@@H:16]([NH:21][C:22](=[O:33])[O:23][CH2:24][CH2:25][OH:42])[C:17]([CH3:19])([CH3:20])[CH3:18])=[O:15])[C@H:11]([C:34]2[CH:35]=[CH:36][CH:37]=[CH:38][CH:39]=2)[CH:10]=1. Procedure details: A mixture of 4-nitrophenyl (1S)-1-{[(2S)-4-(2,5-difluorophenyl)-2-phenyl-2,5-dihydro-1H-pyrrol-1-yl]carbonyl}-2,2-dimethylpropylcarbamate (36-1, 500 mg, 0.93 mmol, 1.0 equiv) and ethylene glycol (3 mL, excess) was heated at 100° C. for 1 h. The reaction mixture was cooled and partitioned between ethyl acetate and water. The organic layer was washed with brine, dried over magnesium sulfate and concentrated. The residue was purified by flash chromatography on silica gel. Elution with 20% ethyl ace...